Dataset: the Open Reaction Database (ORD), a public repository of structured organic reaction records. Task: describe an organic reaction: reactants, conditions, products, and yield The product is FC(OC1=CC=C(C(=O)NCCCCCCCCCCCNC(C2=CC=C(C=C2)OC(F)(F)F)=O)C=C1)(F)F (N,N'-Undecamethylenebis(4-trifluoromethoxy-benzamide)). RXN SMILES: [F:1][C:2]([F:14])([F:13])[O:3][C:4]1[CH:12]=[CH:11][C:7]([C:8](Cl)=[O:9])=[CH:6][CH:5]=1.[CH2:15]([NH2:27])[CH2:16][CH2:17][CH2:18][CH2:19][CH2:20][CH2:21][CH2:22][CH2:23][CH2:24][CH2:25][NH2:26].[OH-:28].[K+]>C(Cl)CCl>[F:1][C:2]([F:14])([F:13])[O:3][C:4]1[CH:12]=[CH:11][C:7]([C:8]([NH:27][CH2:15][CH2:16][CH2:17][CH2:18][CH2:19][CH2:20][CH2:21][CH2:22][CH2:23][CH2:24][CH2:25][NH:26][C:8](=[O:9])[C:7]2[CH:11]=[CH:12][C:4]([O:28][C:2]([F:1])([F:13])[F:14])=[CH:5][CH:6]=2)=[O:9])=[CH:6][CH:5]=1 |f:2.3|. Reported procedure: m.p. 141.5°-142.5° C., 22.2 g., was prepared as in Example 1 using 24.8 g. of 4-trifluoromethoxybenzoyl chloride in 100 ml. of ethylene dichloride, 9.3 g. of 1,11-undecanediamine, 120 ml. of 10% aqueous potassium hydroxide solution, 400 ml. of ethylene dichloride and recrystallization from acetonitrile. Solvent: C(CCl)Cl (ethylene dichloride). The reactants are FC(OC1=CC=C(C(=O)Cl)C=C1)(F)F (4-trifluoromethoxybenzoyl chloride), C(CCCCCCCCCCN)N (1,11-undecanediamine), [OH-].[K+] (potassium hydroxide). Reactants: OC1=CC=NN1C1=NC=CC(=C1)C#N (2-(5-hydroxy-1H-pyrazol-1-yl)pyridine-4-carbonitrile), IC1=CC(=C(C=C1)CO)OC ((4-iodo-2-methoxyphenyl)methanol). Product: IC1=CC(=C(C=C1)COC1=CC=NN1C1=NC=CC(=C1)C#N)OC (2-[5-[(4-iodo-2-methoxyphenyl)methoxy]pyrazol-1-yl]pyridine-4-carbonitrile). Reaction SMILES: [OH:1][C:2]1[N:6]([C:7]2[CH:12]=[C:11]([C:13]#[N:14])[CH:10]=[CH:9][N:8]=2)[N:5]=[CH:4][CH:3]=1.[I:15][C:16]1[CH:21]=[CH:20][C:19]([CH2:22]O)=[C:18]([O:24][CH3:25])[CH:17]=1>>[I:15][C:16]1[CH:21]=[CH:20][C:19]([CH2:22][O:1][C:2]2[N:6]([C:7]3[CH:12]=[C:11]([C:13]#[N:14])[CH:10]=[CH:9][N:8]=3)[N:5]=[CH:4][CH:3]=2)=[C:18]([O:24][CH3:25])[CH:17]=1. Procedure: The title compound was prepared from 2-(5-hydroxy-1H-pyrazol-1-yl)pyridine-4-carbonitrile and (4-iodo-2-methoxyphenyl)methanol according to the procedure for the preparation of Example 39, part C. 1H NMR (400 MHz, CDCl3): δ 3.88 (3H, s), 5.20 (2H, s), 5.77 (1H, d, J=2.0 Hz), 7.13 (1H, d, J=8.0 Hz), 7.23 (1H, d, J=1.6 Hz), 7.33 (1H, dd, J=1.6 Hz, 8.0 Hz), 7.39 (1H, dd, J=1.2 Hz, 4.8 Hz), 7.57 (1H, d, J=2.0 Hz), 8.05 (1H, t, J=1.2 Hz), 8.70 (1H, d, J=0.8 Hz, 5.2 Hz). [M+H] Calc'd for C17H131 N4O2,... Reactants: BrC(Br)(Br)Br, CO, OCC1OC(OCc2ccccc2)CC(O)C1O, c1ccc(P(c2ccccc2)c2ccccc2)cc1, c1ccncc1. Product: OC1CC(OCc2ccccc2)OC(CBr)C1O. As a reaction SMILES: [Br:38][C:39]([Br:40])([Br:41])[Br:42].[CH3:43][OH:44].[O:20]([CH:21]1[CH2:22][CH:23]([OH:24])[CH:25]([OH:26])[CH:27]([CH2:29][OH:30])[O:28]1)[CH2:31][c:32]1[cH:33][cH:34][cH:35][cH:36][cH:37]1.[c:1]1([P:2]([c:3]2[cH:4][cH:5][cH:6][cH:7][cH:8]2)[c:9]2[cH:10][cH:11][cH:12][cH:13][cH:14]2)[cH:15][cH:16][cH:17][cH:18][cH:19]1.[cH:45]1[cH:46][cH:47][n:48][cH:49][cH:50]1>>[O:20]([CH:21]1[CH2:22][CH:23]([OH:24])[CH:25]([OH:26])[CH:27]([CH2:29][Br:38])[O:28]1)[CH2:31][c:32]1[cH:33][cH:34][cH:35][cH:36][cH:37]1. Reactants: C(C)OC(C(=O)NC1=NC=CC=C1C#N)=O ((3-Cyano-2-pyridyl)oxamic acid ethyl ester), [OH-].[Na+] (NaOH). Run in O (water). The product is C(#N)C=1C(=NC=CC1)NC(C(=O)O)=O ((3-Cyano-2-pyridyl)oxamic acid). Reaction SMILES: C([O:3][C:4](=[O:16])[C:5]([NH:7][C:8]1[C:13]([C:14]#[N:15])=[CH:12][CH:11]=[CH:10][N:9]=1)=[O:6])C.[OH-].[Na+]>O>[C:14]([C:13]1[C:8]([NH:7][C:5](=[O:6])[C:4]([OH:16])=[O:3])=[N:9][CH:10]=[CH:11][CH:12]=1)#[N:15] |f:1.2|. Reported procedure: (3-Cyano-2-pyridyl)oxamic acid ethyl ester (0.005 mole) is stirred in 50 ml. water and 5.0 ml. of N NaOH is slowly added. After one half hour the solution is filtered and the filtrate is acidified to pH 2 with N HCl, giving the title compound. Starting materials: C(C1=CC=CC=C1)OC(=O)Cl (benzyloxycarbonyl chloride), C([O-])(O)=O.[Na+] (sodium bicarbonate), NCCS(=O)(=O)O (Taurine), 1. Run in [OH-].[Na+] (sodium hydroxide), [OH-].[Na+] (sodium hydroxide), O (water). Run at time 4 hour. The product is [Na+].C(C1=CC=CC=C1)OC(=O)NCCS(=O)(=O)[O-] (N-Benzyloxycarbonyl-taurine sodium salt). Isolated yield 14.0%. As a reaction SMILES: [NH2:1][CH2:2][CH2:3][S:4]([OH:7])(=[O:6])=[O:5].[CH2:8]([O:15][C:16](Cl)=[O:17])[C:9]1[CH:14]=[CH:13][CH:12]=[CH:11][CH:10]=1.C(=O)(O)[O-].[Na+:23]>[OH-].[Na+].O>[Na+:23].[CH2:8]([O:15][C:16]([NH:1][CH2:2][CH2:3][S:4]([O-:7])(=[O:6])=[O:5])=[O:17])[C:9]1[CH:14]=[CH:13][CH:12]=[CH:11][CH:10]=1 |f:2.3,4.5,7.8|. Procedure details: Taurine, 1 (about 40 g, 320 mmols), was dissolved in 4N sodium hydroxide solution (80 mL) and water (about 200 mL). To this solution was added benzyloxycarbonyl chloride, (about 48 mL, 330 mmols) dropwise, with vigorous stirring during a period of about 4 hours. The pH of the solution was maintained alkaline by the addition of 10% sodium bicarbonate solution (about 300 mL) and 4N sodium hydroxide solution (about 45 mL). The obtained reaction mixture was then washed with diethyl ether (about 1000... The reactants are CC(=O)Oc1ccc(CCl)cc1C(OC(C)=O)OC(C)=O, CC(C)=O, [I-], [Na+]. Yields the product CC(=O)Oc1ccc(CI)cc1C(OC(C)=O)OC(C)=O. As a reaction SMILES: [C:1]([CH3:2])(=[O:3])[O:4][CH:5]([c:6]1[cH:7][c:8]([CH2:9][Cl:10])[cH:11][cH:12][c:13]1[O:14][C:15]([CH3:16])=[O:17])[O:18][C:19]([CH3:20])=[O:21].[CH3:24][C:25](=[O:26])[CH3:27].[I-:23].[Na+:22]>>[C:1]([CH3:2])(=[O:3])[O:4][CH:5]([c:6]1[cH:7][c:8]([CH2:9][I:23])[cH:11][cH:12][c:13]1[O:14][C:15]([CH3:16])=[O:17])[O:18][C:19]([CH3:20])=[O:21].